This data is from the Open Reaction Database (ORD), a public repository of structured organic reaction records. The task is: describe an organic reaction: reactants, conditions, products, and yield The reactants are O=CO, COC(OC)c1ccn(-c2ncccc2Cl)n1, O. Product: O=Cc1ccn(-c2ncccc2Cl)n1. As a reaction SMILES: [CH:18]([OH:19])=[O:20].[Cl:1][c:2]1[c:3](-[n:8]2[n:9][c:10]([CH:13]([O:14][CH3:17])[O:15][CH3:16])[cH:11][cH:12]2)[n:4][cH:5][cH:6][cH:7]1.[OH2:21]>>[Cl:1][c:2]1[c:3](-[n:8]2[n:9][c:10]([CH:13]=[O:14])[cH:11][cH:12]2)[n:4][cH:5][cH:6][cH:7]1. Reaction SMILES: [CH2:1]([N:8]1[N:12]=[N:11][C:10]([C@@H:13]2[C@@H:17]([OH:18])[C@@H:16]([OH:19])[C@H:15]([N:20]3[CH:28]=[N:27][C:26]4[C:21]3=[N:22][C:23]([Cl:44])=[N:24][C:25]=4[NH:29][CH2:30][CH:31](C3C=CC=CC=3)[C:32]3[CH:37]=[CH:36][CH:35]=[CH:34][CH:33]=3)[O:14]2)=[N:9]1)[C:2]1[CH:7]=[CH:6][CH:5]=[CH:4][CH:3]=1.N[C@@H](CC1C=CC=CC=1)[CH2:47][OH:48]>>[CH2:31]([C@H:30]([NH:29][C:25]1[N:24]=[C:23]([Cl:44])[N:22]=[C:21]2[C:26]=1[N:27]=[CH:28][N:20]2[C@H:15]1[C@H:16]([OH:19])[C@H:17]([OH:18])[C@@H:13]([C:10]2[N:11]=[N:12][N:8]([CH2:1][C:2]3[CH:7]=[CH:6][CH:5]=[CH:4][CH:3]=3)[N:9]=2)[O:14]1)[CH2:47][OH:48])[C:32]1[CH:37]=[CH:36][CH:35]=[CH:34][CH:33]=1. Product: C(C1=CC=CC=C1)[C@@H](CO)NC1=C2N=CN(C2=NC(=N1)Cl)[C@@H]1O[C@@H]([C@H]([C@H]1O)O)C=1N=NN(N1)CC1=CC=CC=C1 ((2R,3R,4S,5R)-2-[6-((S)-1-Benzyl-2-hydroxyethylamino)-2-chloro-purin-9-yl]-5-(2-benzyl-2H-tetrazol-5-yl)-tetrahydro-furan-3,4-diol). Reported procedure: The title compound is prepared in an analogous fashion to (2R,3S,4R,5R)-2-(2-benzyl-2H-tetrazol-5-yl)-5-[2-chloro-6-(2,2-diphenylethylamino)-purin-9-yl]-tetrahydro-furan-3,4-diol (WO 99/38877) by replacing 2,2-diphenylethylamine with (S)-2-amino-3-phenyl-propan-1-ol Starting materials: C(C1=CC=CC=C1)N1N=C(N=N1)[C@H]1O[C@H]([C@@H]([C@@H]1O)O)N1C2=NC(=NC(=C2N=C1)NCC(C1=CC=CC=C1)C1=CC=CC=C1)Cl ((2R,3S,4R,5R)-2-(2-benzyl-2H-tetrazol-5-yl)-5-[2-chloro-6-(2,2-diphenylethylamino)-purin-9-yl]-tetrahydro-furan-3,4-diol), N[C@H](CO)CC1=CC=CC=C1 ((S)-2-amino-3-phenyl-propan-1-ol). Reactants: BrC1=C(C(=O)O)C=CC(=C1)Cl (2-bromo-4-chlorobenzoic acid), C1(CC1)C=1C=C(C(=NC1)N1CCNCC1)C (1-(5-cyclopropyl-3-methylpyridin-2-yl)piperazine). Yields the product BrC1=C(C=CC(=C1)Cl)C(=O)N1CCN(CC1)C1=NC=C(C=C1C)C1CC1 ((2-bromo-4-chlorophenyl)[4-(5-cyclopropyl-3-methylpyridin-2-yl)piperazin-1-yl]methanone). Yield: 103.4%. Reaction SMILES: [Br:1][C:2]1[CH:10]=[C:9]([Cl:11])[CH:8]=[CH:7][C:3]=1[C:4]([OH:6])=O.[CH:12]1([C:15]2[CH:16]=[C:17]([CH3:27])[C:18]([N:21]3[CH2:26][CH2:25][NH:24][CH2:23][CH2:22]3)=[N:19][CH:20]=2)[CH2:14][CH2:13]1>>[Br:1][C:2]1[CH:10]=[C:9]([Cl:11])[CH:8]=[CH:7][C:3]=1[C:4]([N:24]1[CH2:25][CH2:26][N:21]([C:18]2[C:17]([CH3:27])=[CH:16][C:15]([CH:12]3[CH2:13][CH2:14]3)=[CH:20][N:19]=2)[CH2:22][CH2:23]1)=[O:6]. Procedure: By reaction and treatment in the same manner as in Preparation Example 60 and using 2-bromo-4-chlorobenzoic acid (1 g) and 1-(5-cyclopropyl-3-methylpyridin-2-yl)piperazine (0.923 g) described in Preparation Example 96, the title compound (1.91 g) was obtained. Reactants: COC1(C(=O)Nc2ccc3c(-c4ccnc(C5CC5)c4)nn(C(c4ccccc4)(c4ccccc4)c4ccccc4)c3c2)CCN(C(=O)OC(C)(C)C)C1, C1CCOC1, CI, [H-], [Na+]. The product is COC1(C(=O)N(C)c2ccc3c(-c4ccnc(C5CC5)c4)nn(C(c4ccccc4)(c4ccccc4)c4ccccc4)c3c2)CCN(C(=O)OC(C)(C)C)C1. Reaction SMILES: [C:1]([CH3:2])([CH3:3])([CH3:4])[O:5][C:6](=[O:7])[N:8]1[CH2:9][C:10]([O:13][CH3:14])([C:15]([NH:16][c:17]2[cH:18][cH:19][c:20]3[c:21](-[c:45]4[cH:46][c:47]([CH:51]5[CH2:52][CH2:53]5)[n:48][cH:49][cH:50]4)[n:22][n:23]([C:26]([c:27]4[cH:28][cH:29][cH:30][cH:31][cH:32]4)([c:33]4[cH:34][cH:35][cH:36][cH:37][cH:38]4)[c:39]4[cH:40][cH:41][cH:42][cH:43][cH:44]4)[c:24]3[cH:25]2)=[O:54])[CH2:11][CH2:12]1.[CH2:59]1[O:60][CH2:61][CH2:62][CH2:63]1.[CH3:57][I:58].[H-:56].[Na+:55]>>[C:1]([CH3:2])([CH3:3])([CH3:4])[O:5][C:6](=[O:7])[N:8]1[CH2:9][C:10]([O:13][CH3:14])([C:15]([N:16]([c:17]2[cH:18][cH:19][c:20]3[c:21](-[c:45]4[cH:46][c:47]([CH:51]5[CH2:52][CH2:53]5)[n:48][cH:49][cH:50]4)[n:22][n:23]([C:26]([c:27]4[cH:28][cH:29][cH:30][cH:31][cH:32]4)([c:33]4[cH:34][cH:35][cH:36][cH:37][cH:38]4)[c:39]4[cH:40][cH:41][cH:42][cH:43][cH:44]4)[c:24]3[cH:25]2)[CH3:57])=[O:54])[CH2:11][CH2:12]1.